Dataset: the Open Reaction Database (ORD), a public repository of structured organic reaction records. Task: describe an organic reaction: reactants, conditions, products, and yield The reactants are CCCCCc1c(-c2ccccc2)[nH]c2ccc(Br)cc12, CI, CN(C)C=O. Yields the product CCCCCc1c(-c2ccccc2)n(C)c2ccc(Br)cc12. As a reaction SMILES: [Br:1][c:2]1[cH:3][c:4]2[c:5]([CH2:17][CH2:18][CH2:19][CH2:20][CH3:21])[c:6](-[c:11]3[cH:12][cH:13][cH:14][cH:15][cH:16]3)[nH:7][c:8]2[cH:9][cH:10]1.[CH3:22][I:23].[O:24]=[CH:25][N:26]([CH3:27])[CH3:28]>>[Br:1][c:2]1[cH:3][c:4]2[c:5]([CH2:17][CH2:18][CH2:19][CH2:20][CH3:21])[c:6](-[c:11]3[cH:12][cH:13][cH:14][cH:15][cH:16]3)[n:7]([CH3:22])[c:8]2[cH:9][cH:10]1. Reactants: ClC1=CC(=NC=2N1N=C(C2)C)NC(C2=CC=C(C=C2)C(C)(C)O)=O (N-(7-chloro-2-methylpyrazolo[1,5-a]pyrimidin-5-yl)-4-(2-hydroxypropan-2-yl)benzamide), ClC1=C(C=C(C=C1)B(O)O)OC (4-chloro-3-methoxyphenylboronic acid), O1CCOCC1 (1,4-dioxane). The reagents and catalysts are C1(=CC=CC=C1)P([C-]1C=CC=C1)C1=CC=CC=C1.[C-]1(C=CC=C1)P(C1=CC=CC=C1)C1=CC=CC=C1.[Fe+2] (1,1′-bis(diphenylphosphino)ferrocene), Cl[Pd]Cl (dichloropalladium(II)). Run in CO (methanol). Conditions: temperature 110 celsius. Product: ClC1=C(C=C(C=C1)C1=CC(=NC=2N1N=C(C2)C)NC(C2=CC=C(C=C2)C(C)(C)O)=O)OC (N-(7-(4-chloro-3-methoxyphenyl)-2-methylpyrazolo[1,5-a]pyrimidin-5-yl)-4-(2-hydroxypropan-2-yl)benzamide). Yield: 40.4%. As a reaction SMILES: Cl[C:2]1[N:7]2[N:8]=[C:9]([CH3:11])[CH:10]=[C:6]2[N:5]=[C:4]([NH:12][C:13](=[O:24])[C:14]2[CH:19]=[CH:18][C:17]([C:20]([OH:23])([CH3:22])[CH3:21])=[CH:16][CH:15]=2)[CH:3]=1.[Cl:25][C:26]1[CH:31]=[CH:30][C:29](B(O)O)=[CH:28][C:27]=1[O:35][CH3:36].O1CCOCC1>CO.C1(P(C2C=CC=CC=2)[C-]2C=CC=C2)C=CC=CC=1.[C-]1(P(C2C=CC=CC=2)C2C=CC=CC=2)C=CC=C1.[Fe+2].Cl[Pd]Cl>[Cl:25][C:26]1[CH:31]=[CH:30][C:29]([C:2]2[N:7]3[N:8]=[C:9]([CH3:11])[CH:10]=[C:6]3[N:5]=[C:4]([NH:12][C:13](=[O:24])[C:14]3[CH:19]=[CH:18][C:17]([C:20]([OH:23])([CH3:22])[CH3:21])=[CH:16][CH:15]=3)[CH:3]=2)=[CH:28][C:27]=1[O:35][CH3:36] |f:4.5.6|. Procedure: A suspension of N-(7-chloro-2-methylpyrazolo[1,5-a]pyrimidin-5-yl)-4-(2-hydroxypropan-2-yl)benzamide (2F, 80 mg, 0.232 mmol), 4-chloro-3-methoxyphenylboronic acid (56.2 mg, 0.302 mmol), and 1,1′-bis(diphenylphosphino)ferrocene]dichloropalladium(II) (16 mg, 22 μmol) in 2:1 1,4-dioxane/saturated aqueous NaHCO3 (0.774 mL of 1,4-dioxane and 0.387 mL of saturated aqueous NaHCO3) was prepared in a 10 mL microwave reaction vessel and the sealed reaction vessel warmed to 110° C. for 10 minutes in a CEM ... Reactants: C(=O)([O-])[O-].[Cs+].[Cs+] (Cs2CO3), BrC=1C=C2C(=NC1)OC(=C2)C2=CC=C(C=C2)F (5-bromo-2-(4-fluorophenyl)furo[2,3-b]pyridine), CC1=C(C=C(C(=O)O)C=C1)B1OC(C(O1)(C)C)(C)C (4-methyl-3-(4,4,5,5-tetramethyl-1,3,2-dioxaborolan-2-yl)benzoic acid), [Si](C)(C)(C)C=[N+]=[N-] (TMS-diazomethane). The reagents and catalysts are C=1C=CC(=CC1)[P](C=2C=CC=CC2)(C=3C=CC=CC3)[Pd]([P](C=4C=CC=CC4)(C=5C=CC=CC5)C=6C=CC=CC6)([P](C=7C=CC=CC7)(C=8C=CC=CC8)C=9C=CC=CC9)[P](C=1C=CC=CC1)(C=1C=CC=CC1)C=1C=CC=CC1 (Pd(Ph3P)4). Run in O1CCOCC1 (1,4-dioxane), O (Water), CCOC(=O)C (EtOAc). Run at temperature 90 celsius, time 1 hour. Yields the product FC1=CC=C(C=C1)C1=CC=2C(=NC=C(C2)C=2C=C(C(=O)OC)C=CC2C)O1 (methyl 3-(2-(4-fluorophenyl)furo[2,3-b]pyridin-5-yl)-4-methylbenzoate). Yield: 101.0%. As a reaction SMILES: [C:1]([O-])([O-])=O.[Cs+].[Cs+].Br[C:8]1[CH:9]=[C:10]2[CH:16]=[C:15]([C:17]3[CH:22]=[CH:21][C:20]([F:23])=[CH:19][CH:18]=3)[O:14][C:11]2=[N:12][CH:13]=1.[CH3:24][C:25]1[CH:33]=[CH:32][C:28]([C:29]([OH:31])=[O:30])=[CH:27][C:26]=1B1OC(C)(C)C(C)(C)O1.[Si](C=[N+]=[N-])(C)(C)C>O1CCOCC1.O.CCOC(C)=O.C1C=CC([P]([Pd]([P](C2C=CC=CC=2)(C2C=CC=CC=2)C2C=CC=CC=2)([P](C2C=CC=CC=2)(C2C=CC=CC=2)C2C=CC=CC=2)[P](C2C=CC=CC=2)(C2C=CC=CC=2)C2C=CC=CC=2)(C2C=CC=CC=2)C2C=CC=CC=2)=CC=1>[F:23][C:20]1[CH:21]=[CH:22][C:17]([C:15]2[O:14][C:11]3=[N:12][CH:13]=[C:8]([C:26]4[CH:27]=[C:28]([CH:32]=[CH:33][C:25]=4[CH3:24])[C:29]([O:31][CH3:1])=[O:30])[CH:9]=[C:10]3[CH:16]=2)=[CH:18][CH:19]=1 |f:0.1.2,^1:66,68,87,106|. Reported procedure: Cs2CO3 (379 mg, 1.164 mmol) was added to a stirring solution of 5-bromo-2-(4-fluorophenyl)furo[2,3-b]pyridine (200 mg, 0.685 mmol), 4-methyl-3-(4,4,5,5-tetramethyl-1,3,2-dioxaborolan-2-yl)benzoic acid (269 mg, 1.027 mmol), Pd(Ph3P)4 (158 mg, 0.137 mmol) in 1,4-dioxane (5.7 mL) and Water (1.1 mL). It was heated to 90° C. overnight. The mixture was diluted with EtOAc and washed with 1M HCl, and sat NaCl. The organic phase was dried over Na2SO4, filtered and concentrated and diluted with MeOH/DCM a... The reactants are C(#N)CC(CN1C(CN(CC1)C(=O)C1=C(C=C(C#N)C=C1)F)C(F)F)N1N=CC(=C1)C=1C2=C(N=CN1)N(C=C2)COCC[Si](C)(C)C (4-{[4-{3-cyano-2-[4-(7-{[2-(trimethylsilyl)ethoxy]methyl}-7H-pyrrolo[2,3-d]pyrimidin-4-yl)-1H-pyrazol-1-yl]propyl}-3-(difluoromethyl)piperazin-1-yl]carbonyl}-3-fluorobenzonitrile), C(=O)(C(F)(F)F)O (TFA). The solvent is C(Cl)Cl (DCM). Product: C(#N)CC(CN1C(CN(CC1)C(=O)C1=C(C=C(C#N)C=C1)F)C(F)F)N1N=CC(=C1)C=1C2=C(N=CN1)NC=C2 (4-{[4-{3-cyano-2-[4-(7H-pyrrolo[2,3-d]pyrimidin-4-yl)-1H-pyrazol-1-yl]propyl}-3-(difluoromethyl)piperazin-1-yl]carbonyl}-3-fluorobenzonitrile). RXN SMILES: [C:1]([CH2:3][CH:4]([N:26]1[CH:30]=[C:29]([C:31]2[C:32]3[CH:39]=[CH:38][N:37](COCC[Si](C)(C)C)[C:33]=3[N:34]=[CH:35][N:36]=2)[CH:28]=[N:27]1)[CH2:5][N:6]1[CH2:11][CH2:10][N:9]([C:12]([C:14]2[CH:21]=[CH:20][C:17]([C:18]#[N:19])=[CH:16][C:15]=2[F:22])=[O:13])[CH2:8][CH:7]1[CH:23]([F:25])[F:24])#[N:2].C(O)(C(F)(F)F)=O>C(Cl)Cl>[C:1]([CH2:3][CH:4]([N:26]1[CH:30]=[C:29]([C:31]2[C:32]3[CH:39]=[CH:38][NH:37][C:33]=3[N:34]=[CH:35][N:36]=2)[CH:28]=[N:27]1)[CH2:5][N:6]1[CH2:11][CH2:10][N:9]([C:12]([C:14]2[CH:21]=[CH:20][C:17]([C:18]#[N:19])=[CH:16][C:15]=2[F:22])=[O:13])[CH2:8][CH:7]1[CH:23]([F:24])[F:25])#[N:2]. Procedure details: 4-{[4-{3-cyano-2-[4-(7-{[2-(trimethylsilyl)ethoxy]methyl}-7H-pyrrolo[2,3-d]pyrimidin-4-yl)-1H-pyrazol-1-yl]propyl}-3-(difluoromethyl)piperazin-1-yl]carbonyl}-3-fluorobenzonitrile (27 mg, 0.041 mmol; Peak 3 from Step 8) was stirred in a 1:1 mixture of TFA:DCM (4 mL) for 1 h. Solvent was removed in vacuo. The residue was dissolved in methanol (1.9 mL), and 0.2 mL of ammonium hydroxide aqueous solution was added. Preparative HPLC-MS (C18, eluting with a gradient of H2O/MeCN containing 0.15% NH4OH) ... Reactants: [OH-].[Na+] (sodium hydroxide), [OH-].[Na+] (sodium hydroxide), 22.9, Cl.ClCCS(=O)(=O)CCN (β-(β-chloroethylsulfonyl)-ethylamine hydrochloride), NC1=CC(=C(C=C1)S(=O)(=O)O)N (1,3-diaminobenzene-4-sulfonic acid), 200, ClC1=NC(=NC(=N1)Cl)Cl (2,4,6-trichloro-1,3,5-triazine), Cl (hydrochloric acid). Solvent: O (water), O (water). Yields the product NC=1C=C(C=CC1S(=O)(=O)O)NC1=NC(=NC(=N1)Cl)NCCS(=O)(=O)C=C (2-(3'-amino-4'-sulfophenylamino)-4-chloro-6-(β-vinylsulfonylethylamino)-1,3,5-triazine). As a reaction SMILES: [NH2:1][C:2]1[CH:7]=[CH:6][C:5]([S:8]([OH:11])(=[O:10])=[O:9])=[C:4]([NH2:12])[CH:3]=1.Cl[C:14]1[N:19]=[C:18](Cl)[N:17]=[C:16]([Cl:21])[N:15]=1.Cl.[OH-].[Na+].Cl.Cl[CH2:27][CH2:28][S:29]([CH2:32][CH2:33][NH2:34])(=[O:31])=[O:30]>O>[NH2:12][C:4]1[CH:3]=[C:2]([NH:1][C:18]2[N:17]=[C:16]([Cl:21])[N:15]=[C:14]([NH:34][CH2:33][CH2:32][S:29]([CH:28]=[CH2:27])(=[O:31])=[O:30])[N:19]=2)[CH:7]=[CH:6][C:5]=1[S:8]([OH:11])(=[O:9])=[O:10] |f:3.4,5.6|. Procedure: 18.8 parts of 1,3-diaminobenzene-4-sulfonic acid are dissolved in 100 parts of water under neutral conditions. This solution is added dropwise in the course of 10 minutes to a mixture of 200 parts of ice and water, 18.5 parts of 2,4,6-trichloro-1,3,5-triazine and 10 parts of 37% hydrochloric acid. The reaction mixture is held at pH 1.5 until the condensation has ended by the continuous addition of 2N sodium hydroxide solution. After the addition of 22.9 parts of β-(β-chloroethylsulfonyl)-ethylam... The reactants are CCOC1=NS(=O)(=O)C(C#N)=C1OCC, CCO, N. Yields the product CCOC1=C(C#N)S(=O)(=O)N=C1N. RXN SMILES: [CH2:1]([O:2][C:4]1=[N:5][S:6](=[O:14])(=[O:15])[C:7]([C:12]#[N:13])=[C:8]1[O:9][CH2:10][CH3:11])[CH3:3].[CH3:17][CH2:18][OH:19].[NH3:16]>>[C:4]1([NH2:16])=[N:5][S:6](=[O:14])(=[O:15])[C:7]([C:12]#[N:13])=[C:8]1[O:9][CH2:10][CH3:11]. Reactants: C1CCOC1, CCO, CCn1ccc(N)c([N+](=O)[O-])c1=O. Product: CCn1ccc(N)c(N)c1=O. Reaction SMILES: [CH2:17]1[O:18][CH2:19][CH2:20][CH2:21]1.[CH3:14][CH2:15][OH:16].[NH2:1][c:2]1[c:3]([N+:11]([O-:12])=[O:13])[c:4](=[O:10])[n:5]([CH2:8][CH3:9])[cH:6][cH:7]1>>[NH2:1][c:2]1[c:3]([NH2:11])[c:4](=[O:10])[n:5]([CH2:8][CH3:9])[cH:6][cH:7]1. Starting materials: C1(CC1)C1=CC(=NN1)NC1=NC(=NC=C1)N(CC1=CC2=C(N(C=N2)C2OCCCC2)C=C1)C (N4-(5-cyclopropyl-1H-pyrazol-3-yl)-N2-methyl-N2-((1-(tetrahydro-2H-pyran-2-yl)-1H-benzo[d]imidazol-5-yl)methyl)-pyrimidine-2,4-diamine), CC=1C=CC(=CC1)S(=O)(=O)O.O (TsOH.H2O). Run in CO (MeOH), O (water). Run at temperature 80 celsius. Product: N1C=NC2=C1C=CC(=C2)CN(C2=NC=CC(=N2)NC2=NNC(=C2)C2CC2)C (N2-((1H-Benzo[d]imidazol-5-yl)methyl)-N4-(5-cyclopropyl-1H-pyrazol-3-yl)-N2-methylpyrimidine-2,4-diamine). Reaction SMILES: [CH:1]1([C:4]2[NH:8][N:7]=[C:6]([NH:9][C:10]3[CH:15]=[CH:14][N:13]=[C:12]([N:16]([CH3:33])[CH2:17][C:18]4[CH:32]=[CH:31][C:21]5[N:22](C6CCCCO6)[CH:23]=[N:24][C:20]=5[CH:19]=4)[N:11]=3)[CH:5]=2)[CH2:3][CH2:2]1.CC1C=CC(S(O)(=O)=O)=CC=1.O>CO.O>[NH:22]1[C:21]2[CH:31]=[CH:32][C:18]([CH2:17][N:16]([CH3:33])[C:12]3[N:11]=[C:10]([NH:9][C:6]4[CH:5]=[C:4]([CH:1]5[CH2:2][CH2:3]5)[NH:8][N:7]=4)[CH:15]=[CH:14][N:13]=3)=[CH:19][C:20]=2[N:24]=[CH:23]1 |f:1.2|. Reported procedure: A tube was charged with a solution of 70 (444 mg, 1.0 mmol) in MeOH (5 mL) and water (1 mL) then TsOH.H2O (190 mg, 1.0 mmol) was added. The tube was sealed and heated at 80° C. overnight. The solvent was evaporated in vacuo and the residue was purified by preparative HPLC to afford 240 mg (66%) of I-12 as a white solid. Reactants: ClC=1C(C2=CC=CC=C2C(C1)=O)=O (2-chloro-1,4-naphthoquinone), COC1CCC(CC1)C(=O)O (4-methoxycyclohexane-1-carboxylic acid), S1(=O)(=O)CCCC1 (sulpholane), S(=O)(=O)([O-])OOS(=O)(=O)[O-].[NH4+].[NH4+] (ammonium persulphate). Reagents/catalysts: [N+](=O)([O-])[O-].[Ag+] (silver nitrate). Solvent: C(C)#N (acetonitrile), O (water), O (water). Reaction conditions: temperature 65 celsius, time 15 minute. The product is ClC=1C(C2=CC=CC=C2C(C1C1CCC(CC1)OC)=O)=O (2-chloro-3-(4-methoxycyclohexyl)-1,4-naphthoquinone). Reaction SMILES: [Cl:1][C:2]1[C:3](=[O:13])[C:4]2[C:9]([C:10](=[O:12])[CH:11]=1)=[CH:8][CH:7]=[CH:6][CH:5]=2.[CH3:14][O:15][CH:16]1[CH2:21][CH2:20][CH:19](C(O)=O)[CH2:18][CH2:17]1.S1(CCCC1)(=O)=O.S(OOS([O-])(=O)=O)([O-])(=O)=O.[NH4+].[NH4+]>C(#N)C.O.[N+]([O-])([O-])=O.[Ag+]>[Cl:1][C:2]1[C:3](=[O:13])[C:4]2[C:9]([C:10](=[O:12])[C:11]=1[CH:19]1[CH2:20][CH2:21][CH:16]([O:15][CH3:14])[CH2:17][CH2:18]1)=[CH:8][CH:7]=[CH:6][CH:5]=2 |f:3.4.5,8.9|. Procedure: A mixture of 2-chloro-1,4-naphthoquinone (1.16 g), 4-methoxycyclohexane-1-carboxylic acid (1.3 g) and silver nitrate (0.3 g) were stirred at 65° C. in a mixture of acetonitrile (2.5 ml), sulpholane (7.5 ml) and water (17.5 ml) while a solution of ammonium persulphate (2.3 g) in water (5 ml) was added dropwise during 15 minutes. The reaction mixture was stirred for a further 15 minutes at 65° C., cooled in ice and extracted with ether. The ether extracts were washed with sodium bicarbonate soluti...